Task: describe an organic reaction: reactants, conditions, products, and yield. Dataset: the Open Reaction Database (ORD), a public repository of structured organic reaction records Reactants: N1(CCCC1)C1=C(C=C(C=O)C=C1)C=1SC=CC1 (4-Pyrrolidin-1-yl-3-(thiophen-2-yl)-benzaldehyde), C(C)(=O)C1=CC=C(C(=O)O)C=C1 (4-acetylbenzoic acid), [OH-].[Na+] (Sodium hydroxide). Run in O (water), CN(C=O)C (dimethylformamide). Reaction conditions: time 8 hour. Product: N1(CCCC1)C1=C(C=C(C=C1)/C=C/C(=O)C1=CC=C(C(=O)O)C=C1)C=1SC=CC1 (4-[3E-(4-Pyrrolidin-1-yl-3-thiophen-2-yl-phenyl)-acryloyl]-benzoic acid). Isolated yield 12.8%. As a reaction SMILES: [N:1]1([C:6]2[CH:13]=[CH:12][C:9]([CH:10]=O)=[CH:8][C:7]=2[C:14]2[S:15][CH:16]=[CH:17][CH:18]=2)[CH2:5][CH2:4][CH2:3][CH2:2]1.[C:19]([C:22]1[CH:30]=[CH:29][C:25]([C:26]([OH:28])=[O:27])=[CH:24][CH:23]=1)(=[O:21])[CH3:20].[OH-].[Na+]>CN(C)C=O.O>[N:1]1([C:6]2[CH:13]=[CH:12][C:9](/[CH:10]=[CH:20]/[C:19]([C:22]3[CH:30]=[CH:29][C:25]([C:26]([OH:28])=[O:27])=[CH:24][CH:23]=3)=[O:21])=[CH:8][C:7]=2[C:14]2[S:15][CH:16]=[CH:17][CH:18]=2)[CH2:5][CH2:4][CH2:3][CH2:2]1 |f:2.3|. Procedure details: 4-Pyrrolidin-1-yl-3-(thiophen-2-yl)-benzaldehyde (400 mg, 1.55 mmol) from Ex-20B and 4-acetylbenzoic acid (255 mg, 1.55 mmol) were dissolved in dimethylformamide (30 mL). Sodium hydroxide solution (5 N, 1.25 mL) was added in one portion, and the mixture was stirred at room temperature overnight. The reaction was diluted with water (100 mL) and washed with ethyl acetate (100 mL). The aqueous phase was acidified with conc. HCl and extracted with ethyl acetate (2×100 mL). The organic phase was drie... The reactants are [N-]=C=S.C(C)(C)(C)C=1C=CC=CC1 (3-(tert-butyl)benzenisothiocyanate), NC=1C=C(OC2=CC(=NC=C2)NC(=O)NCCN2CCOCC2)C=CC1NC (N-{4-[3-amino-4-(methylamino)phenoxy](2-pyridyl)}[(2-morpholin-4-ylethyl)amino]carboxamide), ferric chloride, NC(=S)N (thiourea). The solvent is CO (methanol). Reaction conditions: time 16 hour. Yields the product C(C)(C)(C)C=1C=C(C=CC1)NC1=NC2=C(N1C)C=CC(=C2)OC2=CC(=NC=C2)NC(=O)NCCN2CCOCC2 (N-[4-({2-[(3 -tert-butylphenyl)amino]-1-methyl-1H-benzimidazol-5-yl}oxy)pyridin-2-yl]-N′-(2-morpholin-4-ylethyl)urea). RXN SMILES: [N-]=[C:2]=S.[C:4]([C:8]1[CH:9]=[CH:10][CH:11]=[CH:12][CH:13]=1)([CH3:7])([CH3:6])[CH3:5].[NH2:14][C:15]1[CH:16]=[C:17]([CH:37]=[CH:38][C:39]=1NC)[O:18][C:19]1[CH:24]=[CH:23][N:22]=[C:21]([NH:25][C:26]([NH:28][CH2:29][CH2:30][N:31]2[CH2:36][CH2:35][O:34][CH2:33][CH2:32]2)=[O:27])[CH:20]=1.[NH2:42][C:43]([NH2:45])=S>CO>[C:4]([C:8]1[CH:13]=[C:12]([NH:42][C:43]2[N:45]([CH3:2])[C:39]3[CH:38]=[CH:37][C:17]([O:18][C:19]4[CH:24]=[CH:23][N:22]=[C:21]([NH:25][C:26]([NH:28][CH2:29][CH2:30][N:31]5[CH2:32][CH2:33][O:34][CH2:35][CH2:36]5)=[O:27])[CH:20]=4)=[CH:16][C:15]=3[N:14]=2)[CH:11]=[CH:10][CH:9]=1)([CH3:7])([CH3:6])[CH3:5] |f:0.1|. Procedure details: To 3-(tert-butyl)benzenisothiocyanate (1 eq) in methanol was added N-{4-[3-amino-4-(methylamino)phenoxy](2-pyridyl)}[(2-morpholin-4-ylethyl)amino]carboxamide (1 eq) and the resulting mixture was stirred at ambient temperature for 16 h. LC/MS showed formation of corresponding thiourea. To this was added anhydrous ferric chloride (1.5 eq) and stirred for 3 h. The reaction mixture was then concentrated to half its volume and brought to neutral pH with 1N sodium hydroxide. It was then extracted with...